From a dataset of the Open Reaction Database (ORD), a public repository of structured organic reaction records. describe an organic reaction: reactants, conditions, products, and yield The reactants are ClC1=C(C=C(C=C1)C1=NC(NC(=C1)C)=O)C (4-(4-chloro-3-methyl-phenyl)-6-methyl-1H-pyrimidin-2-one), O=P(Cl)(Cl)Cl (phosphoroxychloride). The product is ClC1=NC(=CC(=N1)C1=CC(=C(C=C1)Cl)C)C (2-Chloro-4-(4-chloro-3-methyl-phenyl)-6-methyl-pyrimidine), solid. Yield: 70.0%. Reaction SMILES: [Cl:1][C:2]1[CH:7]=[CH:6][C:5]([C:8]2[CH:13]=[C:12]([CH3:14])[NH:11][C:10](=O)[N:9]=2)=[CH:4][C:3]=1[CH3:16].O=P(Cl)(Cl)[Cl:19]>>[Cl:19][C:10]1[N:9]=[C:8]([C:5]2[CH:6]=[CH:7][C:2]([Cl:1])=[C:3]([CH3:16])[CH:4]=2)[CH:13]=[C:12]([CH3:14])[N:11]=1. Procedure details: The title compound was prepared from 4-(4-chloro-3-methyl-phenyl)-6-methyl-1H-pyrimidin-2-one (9.78 g, 41.7 mmol) and phosphoroxychloride (98 mL) according to the general procedure I. Obtained as an off-white solid (7.38 g, 70%). MS (ISP) 253.1 [(M+H)+]; mp 131° C.